The task is: describe an organic reaction: reactants, conditions, products, and yield. This data is from the Open Reaction Database (ORD), a public repository of structured organic reaction records. Reactants: C1(=CC=CC=C1)C(SC=1C(=NC=CC1)CSCCNC(=O)OC(C)(C)C)(C1=CC=CC=C1)C1=CC=CC=C1 (3-triphenylmethylthio-2-(t-butoxycarbonylaminoethylthiomethyl)pyridine), C(C)[SiH](CC)CC (triethylsilane), FC(C(=O)O)(F)F (trifluoroacetic acid). Run in ClCCl (dichloromethane). Run at temperature 0 celsius, time 30 minute. The product is FC(C(=O)O)(F)F.SC=1C(=NC=CC1)CSCCN (3-Mercapto-2-(aminoethylthiomethyl)pyridine Trifluoroacetate). RXN SMILES: C1(C(C2C=CC=CC=2)(C2C=CC=CC=2)[S:8][C:9]2[C:10]([CH2:15][S:16][CH2:17][CH2:18][NH:19]C(OC(C)(C)C)=O)=[N:11][CH:12]=[CH:13][CH:14]=2)C=CC=CC=1.C([SiH](CC)CC)C.[F:46][C:47]([F:52])([F:51])[C:48]([OH:50])=[O:49]>ClCCl>[F:46][C:47]([F:52])([F:51])[C:48]([OH:50])=[O:49].[SH:8][C:9]1[C:10]([CH2:15][S:16][CH2:17][CH2:18][NH2:19])=[N:11][CH:12]=[CH:13][CH:14]=1 |f:4.5|. Procedure details: Into a 1 L round bottom flask equipped with a mechanical stirrer, thermometer and nitrogen purge was charged 3-triphenylmethylthio-2-(t-butoxycarbonylaminoethylthiomethyl)pyridine (40.0 g, 0.074 mol, 1 eq) followed by dichloromethane (200 mL). The light yellow solution was cooled to 0° C. and triethylsilane (60 mL) was added followed by dropwise addition of trifluoroacetic acid (200 mL) over approximately five minutes. The cold bath was removed and the solution was allowed to warm to room temper... The reactants are C(=CC)[C@H]1C[C@@H]([C@]2(C)[C@@H]1[C@@H]1CC[C@H]3C[C@@H](C[C@@H]([C@]3(C)[C@H]1CC2)C)OC2OCCCC2)O (15α-propenyl-17β-hydroxy-1α-methyl-3α-tetrahydropyranyloxy-5α-androstane), [N+](=O)([O-])C=1C=CC(=CC1)C(=O)OO (p-nitroperbenzoic acid). Solvent: C(CCl)Cl (ethylene chloride). Reaction conditions: time 1 hour. The product is O[C@@H]1[C@]2(C)[C@@H]([C@H](C1)C1C(C)O1)[C@@H]1CC[C@H]3C[C@@H](C[C@@H]([C@]3(C)[C@H]1CC2)C)OC2OCCCC2 (17β-hydroxy-15α-(1,2-epoxypropyl)-1α-methyl-3α-tetrahydropyranyloxy-5α-androstane). Isolated yield 74.2%. As a reaction SMILES: [CH:1]([C@@H:4]1[C@H:9]2[C@H:10]3[C@H:20]([CH2:21][CH2:22][C@:7]2([CH3:8])[C@@H:6]([OH:31])[CH2:5]1)[C@:18]1([CH3:19])[C@H:13]([CH2:14][C@H:15]([O:24][CH:25]2[CH2:30][CH2:29][CH2:28][CH2:27][O:26]2)[CH2:16][C@@H:17]1[CH3:23])[CH2:12][CH2:11]3)=[CH:2][CH3:3].[N+](C1C=CC(C(OO)=O)=CC=1)([O-])=[O:33]>C(Cl)CCl>[OH:31][C@H:6]1[CH2:5][C@H:4]([CH:1]2[O:33][CH:2]2[CH3:3])[C@H:9]2[C@H:10]3[C@H:20]([CH2:21][CH2:22][C@:7]12[CH3:8])[C@:18]1([CH3:19])[C@H:13]([CH2:14][C@H:15]([O:24][CH:25]2[CH2:30][CH2:29][CH2:28][CH2:27][O:26]2)[CH2:16][C@@H:17]1[CH3:23])[CH2:12][CH2:11]3. Procedure details: 36.0 g of 15α-propenyl-17β-hydroxy-1α-methyl-3α-tetrahydropyranyloxy-5α-androstane (German Laid-Open Application 35 39 244, Example 15a) is dissolved in 900 ml of ethylene chloride, combined with 63.0 g of p-nitroperbenzoic acid, and stirred for one hour at 0°-5° C. After dilution with methylene chloride, the mixture is washed with 1-molar sodium hydroxide solution and with water, and evaporated under vacuum. By chromatography on silica gel and crystallization from ether-pentane, 27.7 g of 17β-h... Starting materials: CCCCOCCOc1ccc(OB([O-])[O-])cc1, COCCN1CCC(C(=O)OC(C)(C)C)=Cc2cc(Br)ccc21, O=C([O-])[O-], CCO, [K+], [K+], O, O, Cc1ccccc1. Yields the product CCCCOCCOc1ccc(-c2ccc3c(c2)C=C(C(=O)OC(C)(C)C)CCN3CCOC)cc1. Reaction SMILES: [B:24]([O-:25])([O-:40])[O:41][c:26]1[cH:27][cH:28][c:29]([O:32][CH2:33][CH2:34][O:35][CH2:36][CH2:37][CH2:38][CH3:39])[cH:30][cH:31]1.[Br:1][c:2]1[cH:3][cH:4][c:5]2[c:6]([cH:23]1)[CH:7]=[C:8]([C:16](=[O:17])[O:18][C:19]([CH3:20])([CH3:21])[CH3:22])[CH2:9][CH2:10][N:11]2[CH2:12][CH2:13][O:14][CH3:15].[C:42](=[O:43])([O-:44])[O-:45].[CH2:50]([OH:51])[CH3:52].[K+:46].[K+:47].[OH2:48].[OH2:49].[c:53]1([CH3:54])[cH:55][cH:56][cH:57][cH:58][cH:59]1>>[c:2]1(-[c:26]2[cH:27][cH:28][c:29]([O:32][CH2:33][CH2:34][O:35][CH2:36][CH2:37][CH2:38][CH3:39])[cH:30][cH:31]2)[cH:3][cH:4][c:5]2[c:6]([cH:23]1)[CH:7]=[C:8]([C:16](=[O:17])[O:18][C:19]([CH3:20])([CH3:21])[CH3:22])[CH2:9][CH2:10][N:11]2[CH2:12][CH2:13][O:14][CH3:15]. Reactants: product, CC1=CC(=C(C(=O)O)C=C1)CCC1=CC(=CC=C1)C=CC (4-methyl-2-[2-[3-[1-propenyl]phenyl]ethyl]benzoic acid). The reagents and catalysts are [Pd] (palladium on carbon). The solvent is C(C)(=O)OCC (ethyl acetate). Yields the product CC1=CC(=C(C(=O)O)C=C1)CCC1=CC(=CC=C1)CCC (4-Methyl-2-[2-[3-propylphenyl]ethyl]benzoic acid). RXN SMILES: [CH3:1][C:2]1[CH:10]=[CH:9][C:5]([C:6]([OH:8])=[O:7])=[C:4]([CH2:11][CH2:12][C:13]2[CH:18]=[CH:17][CH:16]=[C:15]([CH:19]=[CH:20][CH3:21])[CH:14]=2)[CH:3]=1>C(OCC)(=O)C.[Pd]>[CH3:1][C:2]1[CH:10]=[CH:9][C:5]([C:6]([OH:8])=[O:7])=[C:4]([CH2:11][CH2:12][C:13]2[CH:18]=[CH:17][CH:16]=[C:15]([CH2:19][CH2:20][CH3:21])[CH:14]=2)[CH:3]=1. Procedure details: The subtitle compound was prepared from the product of step (iv) (15.4 g) by the method of example 21 step (iii). The crude reaction product was contaminated with 4-methyl-2-[2-[3-[1-propenyl]phenyl]ethyl]benzoic acid. The crude reaction product was dissolved in ethyl acetate (100 ml) and the solution was hydrogenated over 10% palladium on carbon (1 g) at 3 atmospheres pressure for 2 hours. The catalyst was removed by filtration and the filtrate was evaporated. Yield 12.8 g.